This data is from the Open Reaction Database (ORD), a public repository of structured organic reaction records. The task is: describe an organic reaction: reactants, conditions, products, and yield Reactants: ClC=1C=C(C(=O)OO)C=CC1 (m-Chloroperoxybenzoic acid), ClC1=C(C(=O)NCC23CC4CC(CC(C2)C4)C3)C=C(C=C1)SCC1(CCNCC1)C(=O)OC(C)(C)C (2-chloro-5-(4-[{1,1-dimethylethyl}oxycarbonyl]piperidin-4-ylmethylsulfanyl)-N-(tricyclo[3.3.1.13,7]dec-1-ylmethyl)-benzamide), [OH-].[Ca+2].[OH-] (calcium hydroxide). The solvent is C(Cl)(Cl)Cl (chloroform). Run at time 14 hour. Product: Cl.ClC1=C(C(=O)NCC23CC4CC(CC(C2)C4)C3)C=C(C=C1)S(=O)(=O)CC1CCNCC1 (2-Chloro-5-(piperidin-4-ylmethanesulfonyl)-N-(tricyclo[3.3.1.13,7]dec-1-ylmethyl)-benzamide, hydrochloride salt). Isolated yield 48.3%. RXN SMILES: [Cl:1]C1C=C(C=CC=1)C(OO)=O.[Cl:12][C:13]1[CH:32]=[CH:31][C:30]([S:33][CH2:34][C:35]2(C(OC(C)(C)C)=O)[CH2:40][CH2:39][NH:38][CH2:37][CH2:36]2)=[CH:29][C:14]=1[C:15]([NH:17][CH2:18][C:19]12[CH2:28][CH:23]3[CH2:24][CH:25]([CH2:27][CH:21]([CH2:22]3)[CH2:20]1)[CH2:26]2)=[O:16].[OH-:48].[Ca+2].[OH-:50]>C(Cl)(Cl)Cl>[ClH:1].[Cl:12][C:13]1[CH:32]=[CH:31][C:30]([S:33]([CH2:34][CH:35]2[CH2:40][CH2:39][NH:38][CH2:37][CH2:36]2)(=[O:50])=[O:48])=[CH:29][C:14]=1[C:15]([NH:17][CH2:18][C:19]12[CH2:28][CH:23]3[CH2:24][CH:25]([CH2:27][CH:21]([CH2:22]3)[CH2:20]1)[CH2:26]2)=[O:16] |f:2.3.4,6.7|. Procedure details: m-Chloroperoxybenzoic acid (0.19 g) was added to a solution 2-chloro-5-(4-[{1,1-dimethylethyl}oxycarbonyl]piperidin-4-ylmethylsulfanyl)-N-(tricyclo[3.3.1.13,7]dec-1-ylmethyl)-benzamide (0.165 g, Example 58a) in chloroform (10 ml). After 5 h calcium hydroxide (120 mg) was added and 30 min. later the salts removed by filtration. The reaction mixture was concentrated, then dissolved in methanol (10 ml) and hydrochloric acid (1.0 ml of a 4N solution in dioxane) added. After stirring at room temperat... Reactants: [C@@H]1([C@@H](CCCC1)N)N ((1R,2R)-(-)-1,2-cyclohexanediamine), O (H2O), [C@@H]1([C@@H](CCCC1)O)O (trans-1,2-cyclohexanediol). Run in C1(=CC=CC=C1)C (toluene). The product is [C@@H]1([C@@H](CCCC1)N)N.[C@@H]1([C@@H](CCCC1)O)O ((1R,2R)-(-)-1,2-cyclohexanediamine (1R,2R)-(-)-1,2-cyclohexanediol). As a reaction SMILES: [C@@H:1]1([NH2:8])[CH2:6][CH2:5][CH2:4][CH2:3][C@H:2]1[NH2:7].O.[C@@H:10]1([OH:17])[CH2:15][CH2:14][CH2:13][CH2:12][C@H:11]1[OH:16]>C1(C)C=CC=CC=1>[C@@H:1]1([NH2:8])[CH2:6][CH2:5][CH2:4][CH2:3][C@H:2]1[NH2:7].[C@@H:10]1([OH:17])[CH2:15][CH2:14][CH2:13][CH2:12][C@H:11]1[OH:16] |f:4.5|. Procedure: 1.00 g (8.76 mmol) of (1R,2R)-(-)-1,2-cyclohexanediamine of [α]D20 =-36.7° (c 4.14, H2O) and 1.02 g (8.78 mmol) of dl-trans-1,2-cyclohexanediol were added to 3 ml of toluene and then heated/dissolved therein, and the solution was cooled to room temperature. Afterward, the precipitated crystals were collected by filtration and then recrystallized from 3 ml of toluene twice to obtain 0,485 g of (1R,2R)-(-)-1,2-cyclohexanediamine-(1R,2R)-(-)-1,2-cyclohexanediol. Physical properties of the product a... Starting materials: N(N)C1=NC=C(C=N1)C1=CC=CC=C1 (2-hydrazino-5-phenylpyrimidine), C(C)(OCC)(OCC)OCC (triethyl orthoacetate). Yields the product CC1=NN=C2N1C=C(C=N2)C2=CC=CC=C2 (3-Methyl-6-phenyl-1,2,4-triazolo[4,3-a]pyrimidine). RXN SMILES: [NH:1]([C:3]1[N:8]=[CH:7][C:6]([C:9]2[CH:14]=[CH:13][CH:12]=[CH:11][CH:10]=2)=[CH:5][N:4]=1)[NH2:2].[C:15](OCC)(OCC)(OCC)[CH3:16]>>[CH3:15][C:16]1[N:8]2[CH:7]=[C:6]([C:9]3[CH:14]=[CH:13][CH:12]=[CH:11][CH:10]=3)[CH:5]=[N:4][C:3]2=[N:1][N:2]=1. Procedure details: A mixture of 3.0 g. of 2-hydrazino-5-phenylpyrimidine and 30 ml. of triethyl orthoacetate is heated under reflux overnight. The material which separates is collected, washed with hexane, and crystallized from acetone-hexane to give 2.2 g. of the product of the Example, m.p. 199°-200° C. Starting materials: C1CCOC1, [Li]CCCC, C[Si](C)(Cl)CC[Si](C)(C)Cl, Nc1ccc(Cl)cc1F, O=C(Cl)OCc1ccccc1. The product is Nc1ccc(Cl)c(C(=O)OCc2ccccc2)c1F. As a reaction SMILES: [CH2:36]1[O:37][CH2:38][CH2:39][CH2:40]1.[CH3:10][CH2:11][CH2:12][CH2:13][Li:14].[Cl:15][Si:16]([CH3:17])([CH3:18])[CH2:19][CH2:20][Si:21]([Cl:22])([CH3:23])[CH3:24].[Cl:1][c:2]1[cH:3][c:4]([F:9])[c:5]([NH2:6])[cH:7][cH:8]1.[Cl:25][C:26](=[O:27])[O:28][CH2:29][c:30]1[cH:31][cH:32][cH:33][cH:34][cH:35]1>>[Cl:1][c:2]1[c:3]([C:26](=[O:27])[O:28][CH2:29][c:30]2[cH:31][cH:32][cH:33][cH:34][cH:35]2)[c:4]([F:9])[c:5]([NH2:6])[cH:7][cH:8]1. Starting materials: ClCCCCC(=O)C1=CC=C(C=C1)Cl (5-chloro-1-(4-chlorophenyl)-1-pentanone), CC(C(=O)NC1=CC(=CC=C1)C1CCNCC1)C (2-methyl-N-[3-(4-piperidinyl)phenyl]propanamide). Product: ClC1=CC=C(C=C1)C(CCCCN1CCC(CC1)C=1C=C(C=CC1)NC(C(C)C)=O)=O (N-(3-{1-[5-(4-CHLOROPHENYL)-5-OXOPENTYL]-4-PIPERIDINYL}PHENYL)-2-METHYLPROPANAMIDE). RXN SMILES: Cl[CH2:2][CH2:3][CH2:4][CH2:5][C:6]([C:8]1[CH:13]=[CH:12][C:11]([Cl:14])=[CH:10][CH:9]=1)=[O:7].[CH3:15][CH:16]([CH3:32])[C:17]([NH:19][C:20]1[CH:25]=[CH:24][CH:23]=[C:22]([CH:26]2[CH2:31][CH2:30][NH:29][CH2:28][CH2:27]2)[CH:21]=1)=[O:18]>>[Cl:14][C:11]1[CH:12]=[CH:13][C:8]([C:6](=[O:7])[CH2:5][CH2:4][CH2:3][CH2:2][N:29]2[CH2:30][CH2:31][CH:26]([C:22]3[CH:21]=[C:20]([NH:19][C:17](=[O:18])[CH:16]([CH3:15])[CH3:32])[CH:25]=[CH:24][CH:23]=3)[CH2:27][CH2:28]2)=[CH:9][CH:10]=1. Procedure details: Prepared by Procedure K and Scheme E using 5-chloro-1-(4-chlorophenyl)-1-pentanone and 2-methyl-N-[3-(4-piperidinyl)phenyl]propanamide: ESMS m/e: 441.1 (M+H)+.